This data is from the Open Reaction Database (ORD), a public repository of structured organic reaction records. The task is: describe an organic reaction: reactants, conditions, products, and yield Solvent: O (H2O), O (H2O). Product: N(=[N+]=[N-])C1=C(C(=O)OC)C=C(C(=C1)OC)OC (methyl 2-azido-4,5-dimethoxybenzoate). Reaction SMILES: N([O-])=O.[Na+].[CH3:5][O:6][C:7]1[CH:12]=[C:11]([C:13]([O:15][CH3:16])=[O:14])[C:10]([NH2:17])=[CH:9][C:8]=1[O:18][CH3:19].Cl.[N-:21]=[N+:22]=[N-].[Na+].C([O-])(=O)C.[Na+]>O>[N:17]([C:10]1[CH:9]=[C:8]([O:18][CH3:19])[C:7]([O:6][CH3:5])=[CH:12][C:11]=1[C:13]([O:15][CH3:16])=[O:14])=[N+:21]=[N-:22] |f:0.1,4.5,6.7|. Isolated yield 81.5%. Conditions: time 15 minute. Procedure details: A solution of sodium nitrite (486 mg, 7.1 mmol) in H2O (6 mL) was added to a solution of methyl 2-amino-4,5-dimethoxy benzoate (1.0 g, 4.7 mmol) in 6N—HCl (20 mL) at 0° C. under N2 atmosphere. After stirring for 15 min, the mixture was then added dropwise to a stirred solution of sodium azide (611 mg, 9.4 mmol) and sodium acetate (3.86 g, 47 mmol) in H2O (30 mL) at 0° C. under N2 atmosphere. After the addition was completed, the reaction mixture was warmed to room temperature and stirred for 2 h... Reactants: N(=O)[O-].[Na+] (sodium nitrite), COC1=C(C=C(C(=C1)C(=O)OC)N)OC (methyl 2-amino-4,5-dimethoxy benzoate), Cl (HCl), [N-]=[N+]=[N-].[Na+] (sodium azide), C(C)(=O)[O-].[Na+] (sodium acetate). Starting materials: N,N′-carbonyldiimidazole, ClC=1C=C(C=C(C1)Cl)S(=O)(=O)NC1=C2C=CC=C(C2=CC=C1)C(=O)O (5-(3,5-dichloro-phenylsulphonylamino)-naphthalene-1-carboxylic acid), N (ammonia). Run in O1CCCC1 (tetrahydrofuran). Reaction conditions: temperature 60 celsius, time 45 minute. Product: ClC=1C=C(C=C(C1)Cl)S(=O)(=O)NC1=C2C=CC=C(C2=CC=C1)C(=O)N (5-(3,5-dichloro-phenylsulphonylamino)-naphthalene-1-carboxylic acid amide). Reaction SMILES: [Cl:1][C:2]1[CH:3]=[C:4]([S:9]([NH:12][C:13]2[CH:22]=[CH:21][CH:20]=[C:19]3[C:14]=2[CH:15]=[CH:16][CH:17]=[C:18]3[C:23]([OH:25])=O)(=[O:11])=[O:10])[CH:5]=[C:6]([Cl:8])[CH:7]=1.[NH3:26]>O1CCCC1>[Cl:1][C:2]1[CH:3]=[C:4]([S:9]([NH:12][C:13]2[CH:22]=[CH:21][CH:20]=[C:19]3[C:14]=2[CH:15]=[CH:16][CH:17]=[C:18]3[C:23]([NH2:26])=[O:25])(=[O:11])=[O:10])[CH:5]=[C:6]([Cl:8])[CH:7]=1. Procedure details: N,N′-carbonyldiimidazole are added to 1.13 g 5-(3,5-dichloro-phenylsulphonylamino)-naphthalene-1-carboxylic acid in 15 ml of tetrahydrofuran and the reaction mixture is stirred for 45 minutes at 60° C. Then ammonia gas is piped in at ambient temperature over a period of 25 minutes. The dark reaction solution is evaporated down using the rotary evaporator and the solid residue is stirred with water. Then it is acidified with 1 N hydrochloric acid and the precipitate formed is suction filtered, wa...